Dataset: the Open Reaction Database (ORD), a public repository of structured organic reaction records. Task: describe an organic reaction: reactants, conditions, products, and yield Reactants: CC1CC=2C(=CC=3CCCCC3C2)C1=O (2-methyl-2,3,5,6,7,8-hexahydro-1H-cyclopenta[b]naphthalen-1-one), O (water), [Al+3].[Cl-].[Cl-].[Cl-] (AlCl3), BrBr (bromine). The solvent is ClCCl (dichloromethane), ClCCl (dichloromethane). Reaction conditions: temperature 0 celsius, time 10 minute. Product: BrC1=C2C(=CC=3CCCCC13)C(C(C2)C)=O (4-Bromo-2-methyl-2,3,5,6,7,8-hexahydro-1H-cyclopenta[b]naphthalen-1-one). Reaction SMILES: [Al+3].[Cl-].[Cl-].[Cl-].[CH3:5][CH:6]1[C:18](=[O:19])[C:9]2=[CH:10][C:11]3[CH2:12][CH2:13][CH2:14][CH2:15][C:16]=3[CH:17]=[C:8]2[CH2:7]1.[Br:20]Br.O>ClCCl>[Br:20][C:17]1[C:16]2[CH2:15][CH2:14][CH2:13][CH2:12][C:11]=2[CH:10]=[C:9]2[C:18](=[O:19])[CH:6]([CH3:5])[CH2:7][C:8]=12 |f:0.1.2.3|. Procedure: To a mixture of 43.0 g (322 mmol) of AlCl3 in 50 ml of dichloromethane, a solution of 26.4 g (132 mmol) of 2-methyl-2,3,5,6,7,8-hexahydro-1H-cyclopenta[b]naphthalen-1-one in 25 ml of dichloromethane was added dropwise, while vigorously stirring, over 10 min at 0° C. Then, 6.8 ml (21.1 g, 132 mmol) of bromine was added dropwise over 1 h at this temperature. The resulting mixture was stirred overnight at this temperature and then added to 400 ml of cold water. The organic layer was separated, and ... Starting materials: CC(C)(C)c1cn2c(=O)n(C(C)(C)C)nc2c(=O)[nH]1, O=P(Cl)(Cl)Cl. Product: CC(C)(C)c1cn2c(=O)n(C(C)(C)C)nc2c(Cl)n1. RXN SMILES: [C:1]([CH3:2])([CH3:3])([CH3:4])[n:5]1[n:6][c:7]2[n:8]([cH:9][c:10]([C:14]([CH3:15])([CH3:16])[CH3:17])[nH:11][c:12]2=[O:13])[c:18]1=[O:19].[P:20]([Cl:21])([Cl:22])([Cl:23])=[O:24]>>[C:1]([CH3:2])([CH3:3])([CH3:4])[n:5]1[n:6][c:7]2[n:8]([cH:9][c:10]([C:14]([CH3:15])([CH3:16])[CH3:17])[n:11][c:12]2[Cl:22])[c:18]1=[O:19].